Dataset: the Open Reaction Database (ORD), a public repository of structured organic reaction records. Task: describe an organic reaction: reactants, conditions, products, and yield The reactants are Cc1cc(Br)ncc1Br, CN(C)C=O, N#C[Cu]C#N, N#C[Na]. The product is Cc1cc(C#N)ncc1Br. RXN SMILES: [Br:1][c:2]1[n:3][cH:4][c:5]([Br:9])[c:6]([CH3:8])[cH:7]1.[CH3:18][N:19]([CH3:20])[CH:21]=[O:22].[Cu:10]([C:11]#[N:12])[C:13]#[N:14].[Na:15][C:16]#[N:17]>>[c:2]1([C:11]#[N:12])[n:3][cH:4][c:5]([Br:9])[c:6]([CH3:8])[cH:7]1. Reactants: C=O, CN1CCCC1=O, ClCc1ccccc1, O, Cl[Pd]Cl. Yields the product O=C(O)Cc1ccccc1. RXN SMILES: [C:10]=[O:11].[CH3:12][N:13]1[C:14](=[O:18])[CH2:17][CH2:16][CH2:15]1.[Cl:2][CH2:3][c:4]1[cH:5][cH:6][cH:7][cH:8][cH:9]1.[OH2:1].[Pd:19]([Cl:20])[Cl:21]>>[OH:1][C:14]([CH2:3][c:4]1[cH:5][cH:6][cH:7][cH:8][cH:9]1)=[O:18].